The task is: describe an organic reaction: reactants, conditions, products, and yield. This data is from the Open Reaction Database (ORD), a public repository of structured organic reaction records. Reactants: CN(C)C(=O)CBr, C1CCOC1, CC(C)(C)[O-], [O-]P(OCC(F)(F)F)OCC(F)(F)F, [K+]. The product is CN(C)C(=O)CP(=O)(OCC(F)(F)F)OCC(F)(F)F. Reaction SMILES: [Br:21][CH2:22][C:23](=[O:24])[N:25]([CH3:26])[CH3:27].[CH2:28]1[O:29][CH2:30][CH2:31][CH2:32]1.[CH3:1][C:2]([CH3:3])([O-:4])[CH3:5].[F:7][C:8]([CH2:9][O:10][P:11]([O:12][CH2:13][C:14]([F:15])([F:16])[F:17])[O-:18])([F:19])[F:20].[K+:6]>>[F:7][C:8]([CH2:9][O:10][P:11]([O:12][CH2:13][C:14]([F:15])([F:16])[F:17])(=[O:18])[CH2:22][C:23](=[O:24])[N:25]([CH3:26])[CH3:27])([F:19])[F:20].